This data is from the Open Reaction Database (ORD), a public repository of structured organic reaction records. The task is: describe an organic reaction: reactants, conditions, products, and yield The product is Nc1ccc(Br)cc1C1CCCO1. As a reaction SMILES: [Br:13][N:14]1[C:15](=[O:16])[CH2:17][CH2:18][C:19]1=[O:20].[CH3:21][O:22][C:23]([CH3:24])([CH3:25])[CH3:26].[CH3:27][C:28]#[N:29].[O:1]1[CH:2]([c:6]2[c:7]([NH2:8])[cH:9][cH:10][cH:11][cH:12]2)[CH2:3][CH2:4][CH2:5]1>>[O:1]1[CH:2]([c:6]2[c:7]([NH2:8])[cH:9][cH:10][c:11]([Br:13])[cH:12]2)[CH2:3][CH2:4][CH2:5]1. Reactants: O=C1CCC(=O)N1Br, COC(C)(C)C, CC#N, Nc1ccccc1C1CCCO1. Starting materials: CCOC(=O)C1CCC(=O)CC1, ClC(Cl)Cl. Yields the product C=C1CCC(C(=O)OCC)CC1. As a reaction SMILES: [CH2:1]([CH3:2])[O:3][C:4](=[O:5])[CH:6]1[CH2:7][CH2:8][C:9](=[O:12])[CH2:10][CH2:11]1.[Cl:13][CH:14]([Cl:15])[Cl:16]>>[CH2:1]([CH3:2])[O:3][C:4](=[O:5])[CH:6]1[CH2:7][CH2:8][C:9](=[CH2:14])[CH2:10][CH2:11]1. The reactants are ClCCCOC1C(NC2=CC=CC=C2C1)=O (3-chloropropoxy-3,4-dihydrocarbostyril), COC=1C=C(C=C(C1OC)OC)N1CCNCC1 (4-(3,4,5-trimethoxyphenyl)piperazine), C(C)O (ethanol), Cl (hydrogen chloride), aqueous solution, C(O)([O-])=O.[Na+] (sodium hydrogencarbonate), C(C)O (ethanol). Solvent: CS(=O)C (dimethylsulfoxide), N1=CC=CC=C1 (pyridine). Conditions: time 5 hour. Yields the product Cl.Cl.COC=1C=C(C=C(C1OC)OC)N1CCN(CC1)CCCOC1=CC=C2CCC(NC2=C1)=O (7-{3-[4-(3,4,5-trimethoxyphenyl)-piperazinyl]propoxy}-3,4-dihydrocarbostyril dihydrochloride). Yield: 61.0%. As a reaction SMILES: [Cl:1]CCCO[CH:6]1[CH2:15][C:14]2[C:9](=[CH:10][CH:11]=[CH:12][CH:13]=2)[NH:8][C:7]1=[O:16].[CH3:17][O:18][C:19]1[CH:20]=[C:21]([N:29]2[CH2:34][CH2:33][NH:32][CH2:31][CH2:30]2)[CH:22]=[C:23]([O:27][CH3:28])[C:24]=1[O:25][CH3:26].[C:35](=[O:38])([O-])O.[Na+].[ClH:40].[CH2:41](O)[CH3:42]>CS(C)=O.N1C=CC=CC=1>[ClH:1].[ClH:40].[CH3:28][O:27][C:23]1[CH:22]=[C:21]([N:29]2[CH2:34][CH2:33][N:32]([CH2:41][CH2:42][CH2:35][O:38][C:11]3[CH:10]=[C:9]4[C:14]([CH2:15][CH2:6][C:7](=[O:16])[NH:8]4)=[CH:13][CH:12]=3)[CH2:31][CH2:30]2)[CH:20]=[C:19]([O:18][CH3:17])[C:24]=1[O:25][CH3:26] |f:2.3,8.9.10|. Procedure: 12.4 grams of 7-(3-chloropropoxy-3,4-dihydrocarbostyril, 1 g of pyridine and 2.6 g of 4-(3,4,5-trimethoxyphenyl)piperazine are mixed in 20 ml of dimethylsulfoxide, then stirred at 80°-90° C. for 5 hours. The reaction mixture is poured into 80 ml of 2% aqueous solution of sodium hydrogencarbonate and the organic layer is extracted with chloroform. The chloroform layer is washed with water, dried and chloroform is removed by distillation. The residue thus obtained is dissolved in 30 ml of ethanol ... Reactants: COc1ccc(N)cc1, COc1cc(C=O)ccc1O, CO. Product: COc1ccc(N=Cc2ccc(O)c(OC)c2)cc1. RXN SMILES: [CH3:12][O:13][c:14]1[cH:15][cH:16][c:17]([NH2:20])[cH:18][cH:19]1.[CH3:1][O:2][c:3]1[cH:4][c:5]([CH:6]=[O:7])[cH:8][cH:9][c:10]1[OH:11].[CH3:21][OH:22]>>[CH3:1][O:2][c:3]1[cH:4][c:5]([CH:6]=[N:20][c:17]2[cH:16][cH:15][c:14]([O:13][CH3:12])[cH:19][cH:18]2)[cH:8][cH:9][c:10]1[OH:11]. The product is C1=CC=CC=2C3=CC=CC=C3C(C12)COC(=O)NC(CC(=O)O)C1=CC=C(C=C1)[N+](=O)[O-] (3-(9-Fluorenylmethoxycarbonylamino)-3-(4-nitrophenyl)propanoic acid). Procedure: A cold (0°) solution of 3-amino-3-(4-nitrophenyl)propanoic acid (3.2 g, 15 mmol) in 10% aqueous sodium carbonate (60 ml) and 1,4-dioxan (30 ml) was treated portion-wise with 9-fluorenylmethoxycarbonyl-N-hydroxysuccinimide (5.6 g, 17 mmol) in 1,4-dioxan (15 ml) and the mixture stirred at room temperature for 12 h. The mixture was poured into water (300 ml) and the aqueous phase washed 3 times with ether. The aqueous layer was then acidified with solid citric acid and extracted into ether. The com... Reactants: O (water), NC(CC(=O)O)C1=CC=C(C=C1)[N+](=O)[O-] (3-amino-3-(4-nitrophenyl)propanoic acid), C1=CC=CC=2C3=CC=CC=C3C(C12)COC(=O)C1C(=O)N(C(C1)=O)O (9-fluorenylmethoxycarbonyl-N-hydroxysuccinimide). Yield: 43.6%. The solvent is C([O-])([O-])=O.[Na+].[Na+] (sodium carbonate), O1CCOCC1 (1,4-dioxan), O1CCOCC1 (1,4-dioxan). As a reaction SMILES: [NH2:1][CH:2]([C:7]1[CH:12]=[CH:11][C:10]([N+:13]([O-:15])=[O:14])=[CH:9][CH:8]=1)[CH2:3][C:4]([OH:6])=[O:5].[CH:16]1[C:28]2[CH:27]([CH2:29][O:30][C:31](C3CC(=O)N(O)C3=O)=[O:32])[C:26]3[C:21](=[CH:22][CH:23]=[CH:24][CH:25]=3)[C:20]=2[CH:19]=[CH:18][CH:17]=1.O>C(=O)([O-])[O-].[Na+].[Na+].O1CCOCC1>[CH:16]1[C:28]2[CH:27]([CH2:29][O:30][C:31]([NH:1][CH:2]([C:7]3[CH:12]=[CH:11][C:10]([N+:13]([O-:15])=[O:14])=[CH:9][CH:8]=3)[CH2:3][C:4]([OH:6])=[O:5])=[O:32])[C:26]3[C:21](=[CH:22][CH:23]=[CH:24][CH:25]=3)[C:20]=2[CH:19]=[CH:18][CH:17]=1 |f:3.4.5|. Conditions: time 12 hour. The reactants are N1(N=NC2=C1C=CC=C2)OC=2C=1N=CN([C@H]3[C@H](O[Si](C)(C)C(C)(C)C)[C@H](O[Si](C)(C)C(C)(C)C)[C@@H](CO[Si](C)(C)C(C)(C)C)O3)C1N=CN2 (O6-(benzotriazol-1-yl)-2′,3′,5′-tris-O-(tert-butyldimethylsilyl)inosine), N1CCOCC1 (morpholine), C(=O)([O-])[O-].[Cs+].[Cs+] (Cs2CO3), 6-(morpholin-1-yl)-9-[2-deoxy-3,5-bis-O-(tert-butyldimethylsilyl)-β-D-erythro-pentofuranosyl]-purine. Solvent: COCCOC (DME). The product is morpholino, N1(CCOCC1)C1=C2N=CN(C2=NC=N1)[C@H]1[C@H](O[Si](C)(C)C(C)(C)C)[C@H](O[Si](C)(C)C(C)(C)C)[C@H](O1)CO[Si](C)(C)C(C)(C)C (6-(Morpholin-4-yl)-9-[2,3,5-tris-O-(tert-butyldimethylsilyl)-β-D-ribofuranosyl]purine). The yield is 85.4%. RXN SMILES: N1(O[C:11]2[C:12]3[N:13]=[CH:14][N:15]([C:46]=3[N:47]=[CH:48][N:49]=2)[C@@H:16]2[O:45][C@H:35]([CH2:36][O:37][Si:38]([C:41]([CH3:44])([CH3:43])[CH3:42])([CH3:40])[CH3:39])[C@@H:26]([O:27][Si:28]([C:31]([CH3:34])([CH3:33])[CH3:32])([CH3:30])[CH3:29])[C@H:17]2[O:18][Si:19]([C:22]([CH3:25])([CH3:24])[CH3:23])([CH3:21])[CH3:20])C2C=CC=CC=2N=N1.[NH:50]1[CH2:55][CH2:54][O:53][CH2:52][CH2:51]1.C([O-])([O-])=O.[Cs+].[Cs+]>COCCOC>[N:50]1([C:11]2[N:49]=[CH:48][N:47]=[C:46]3[C:12]=2[N:13]=[CH:14][N:15]3[C@@H:16]2[O:45][C@H:35]([CH2:36][O:37][Si:38]([C:41]([CH3:44])([CH3:43])[CH3:42])([CH3:40])[CH3:39])[C@@H:26]([O:27][Si:28]([C:31]([CH3:32])([CH3:33])[CH3:34])([CH3:29])[CH3:30])[C@H:17]2[O:18][Si:19]([C:22]([CH3:23])([CH3:24])[CH3:25])([CH3:20])[CH3:21])[CH2:55][CH2:54][O:53][CH2:52][CH2:51]1 |f:2.3.4|. Procedure: As described for the synthesis of 6-(morpholin-1-yl)-9-[2-deoxy-3,5-bis-O-(tert-butyldimethylsilyl)-β-D-erythro-pentofuranosyl]-purine, this morpholino derivative was prepared by a reaction between O6-(benzotriazol-1-yl)-2′,3′,5′-tris-O-(tert-butyldimethylsilyl)-inosine (27) (71.8 mg, 0.099 mmol), and morpholine (17.5 μL, 0.200 mmol) in the presence of Cs2CO3 (65.2 mg, 0.200 mmol) in dry DME (1.0 mL) at room temperature over 1 h. No additional purification was needed and 57.5 mg (85% yield) of t... The reactants are Cl (hydrochloric acid), C(C)OC(=O)[C@H]1CN(CCC1)CCON=CC1C2=C(CCC3=C1C=CC=C3)C=CC=C2 ((R)-N-(2-((((10,11-dihydro-5H-dibenzo[a,d]cyclohepten-5-yl)methylene)amino)oxy)ethyl)-3-piperidinecarboxylic acid ethyl ester), ClCCl (Dichloromethane), [OH-].[Na+] (sodium hydroxide). Run in C(C)O (ethanol). Conditions: time 16 hour. The product is Cl.C1=CC=CC=2C(C3=C(CCC21)C=CC=C3)\C=N/OCCN3C[C@@H](CCC3)C(=O)O (Z-(R)-N-(2-((((10,11-Dihydro-5H-dibenzo[a,d]cyclohepten-5-yl)methylene)amino)oxy)ethyl)-3-piperidinecarboxylic acid hydrochloride). Reaction SMILES: C([O:3][C:4]([C@@H:6]1[CH2:11][CH2:10][CH2:9][N:8]([CH2:12][CH2:13][O:14][N:15]=[CH:16][CH:17]2[C:23]3[CH:24]=[CH:25][CH:26]=[CH:27][C:22]=3[CH2:21][CH2:20][C:19]3[CH:28]=[CH:29][CH:30]=[CH:31][C:18]2=3)[CH2:7]1)=[O:5])C.[OH-].[Na+].[Cl:34]CCl.Cl>C(O)C>[ClH:34].[CH:28]1[C:19]2[CH2:20][CH2:21][C:22]3[CH:27]=[CH:26][CH:25]=[CH:24][C:23]=3[CH:17](/[CH:16]=[N:15]\[O:14][CH2:13][CH2:12][N:8]3[CH2:9][CH2:10][CH2:11][C@@H:6]([C:4]([OH:5])=[O:3])[CH2:7]3)[C:18]=2[CH:31]=[CH:30][CH:29]=1 |f:1.2,6.7|. Procedure: The above ester (5.0 g, 12 mmol) was dissolved in ethanol (100 ml) and a 2 N aqueous sodium hydroxide solution (27 ml) was added. The mixture was stirred at room temperature for 16 h. The solvent was evaporated in vacuo to give an oily residue. Dichloromethane (160 ml) was added and the mixture was cooled on an ice-bath. A concentrated hydrochloric acid solution (5.5 ml) was added. The mixture was stirred vigorously for a few minutes and the phases were separated. The organic phase was dried ove... The reactants are CC(C)(C)O, CC(c1ccccc1)N1CC(CC=O)(C(=O)OC(C)(C)C)C(COCc2ccccc2)C1=O, CC=C(C)C, [O-][Cl+][O-], [Na+], [Na+], O, O, O, O=P([O-])(O)O. The product is CC(c1ccccc1)N1CC(CC(=O)O)(C(=O)OC(C)(C)C)C(COCc2ccccc2)C1=O. As a reaction SMILES: [C:51]([OH:52])([CH3:53])([CH3:54])[CH3:55].[C:6]([CH3:7])([CH3:8])([CH3:9])[O:10][C:11](=[O:12])[C:13]1([CH2:36][CH:37]=[O:38])[CH2:14][N:15]([CH:28]([CH3:29])[c:30]2[cH:31][cH:32][cH:33][cH:34][cH:35]2)[C:16](=[O:27])[CH:17]1[CH2:18][O:19][CH2:20][c:21]1[cH:22][cH:23][cH:24][cH:25][cH:26]1.[CH3:1][C:2](=[CH:3][CH3:4])[CH3:5].[Cl+:39]([O-:40])[O-:41].[Na+:42].[Na+:50].[OH2:43].[OH2:44].[OH2:56].[P:45]([O-:46])([OH:47])([OH:48])=[O:49]>>[C:6]([CH3:7])([CH3:8])([CH3:9])[O:10][C:11](=[O:12])[C:13]1([CH2:36][C:37](=[O:38])[OH:40])[CH2:14][N:15]([CH:28]([CH3:29])[c:30]2[cH:31][cH:32][cH:33][cH:34][cH:35]2)[C:16](=[O:27])[CH:17]1[CH2:18][O:19][CH2:20][c:21]1[cH:22][cH:23][cH:24][cH:25][cH:26]1. Reactants: CC(=O)c1ccc(C(=O)O)s1, C1CCOC1, [Cl-], Nc1ccc(C(=O)c2ccc3c(c2)NC(=O)C3)cc1, O=S(Cl)Cl. Yields the product CC(=O)c1ccc(C(=O)Nc2ccc(C(=O)c3ccc4c(c3)NC(=O)C4)cc2)s1. Reaction SMILES: [C:1]([CH3:2])(=[O:3])[c:4]1[cH:5][cH:6][c:7]([C:9](=[O:10])[OH:11])[s:8]1.[CH2:36]1[O:37][CH2:38][CH2:39][CH2:40]1.[Cl-:35].[NH2:16][c:17]1[cH:18][cH:19][c:20]([C:21](=[O:22])[c:23]2[cH:24][cH:25][c:26]3[c:30]([cH:31]2)[NH:29][C:28](=[O:32])[CH2:27]3)[cH:33][cH:34]1.[S:12]([Cl:13])([Cl:14])=[O:15]>>[C:1]([CH3:2])(=[O:3])[c:4]1[cH:5][cH:6][c:7]([C:9](=[O:11])[NH:16][c:17]2[cH:18][cH:19][c:20]([C:21](=[O:22])[c:23]3[cH:24][cH:25][c:26]4[c:30]([cH:31]3)[NH:29][C:28](=[O:32])[CH2:27]4)[cH:33][cH:34]2)[s:8]1. Reactants: ClC=1C(=NC=C(N1)OC)CCl (3-chloro-2-chloromethyl-5-methoxy pyrazine), N1C(=NC=C1)C1=NC=CC=N1 (2-(1H-imidazol-2-yl)-pyrimidine), C(=O)([O-])[O-].[K+].[K+] (K2CO3). Run in CN(C)C=O (DMF). Reaction conditions: temperature 45 celsius, time 16 hour. The product is ClC=1C(=NC=C(N1)OC)CN1C(=NC=C1)C1=NC=CC=N1 (2-[1-(3-chloro-5-methoxy-pyrazin-2-ylmethyl)-1H-imidazol-2-yl]-pyrimidine). The yield is 55.1%. As a reaction SMILES: [Cl:1][C:2]1[C:3]([CH2:10]Cl)=[N:4][CH:5]=[C:6]([O:8][CH3:9])[N:7]=1.[NH:12]1[CH:16]=[CH:15][N:14]=[C:13]1[C:17]1[N:22]=[CH:21][CH:20]=[CH:19][N:18]=1.C([O-])([O-])=O.[K+].[K+]>CN(C=O)C>[Cl:1][C:2]1[C:3]([CH2:10][N:12]2[CH:16]=[CH:15][N:14]=[C:13]2[C:17]2[N:18]=[CH:19][CH:20]=[CH:21][N:22]=2)=[N:4][CH:5]=[C:6]([O:8][CH3:9])[N:7]=1 |f:2.3.4|. Procedure: A mixture of 3-chloro-2-chloromethyl-5-methoxy pyrazine (141 mg, 0.73 mmol), 2-(1H-imidazol-2-yl)-pyrimidine (105 mg, 0.72 mmol) and K2CO3 (307 mg, 2.22 mmol) in DMF (10 mL) is stirred at 45° C. for 16 hours. On cooling, the reaction is quenched with saturated NH4Cl (5 mL) and extracted with DCM (3×15 mL). The combined organic layers are dried and solvent removed. PTLC separation (silica gel; 10% MeOH in DCM) gives 120 mg of 2-[1-(3-chloro-5-methoxy-pyrazin-2-ylmethyl)-1H-imidazol-2-yl]-pyrimidi...